This data is from the Open Reaction Database (ORD), a public repository of structured organic reaction records. The task is: describe an organic reaction: reactants, conditions, products, and yield Yields the product N1(CCCCCC1)CCOC=1C=C2CN(CC2=CC1)C1=C(C=CC(=C1)O)C1CC=2C=CC(=CC2CC1)O (6-{2-[5-(2-Azepan-1-ylethoxy)-1,3-dihydroisoindol-2-yl]-4-hydroxyphenyl}-5,6,7,8-tetrahydronaphthalen-2-ol). RXN SMILES: COC1C=CC(C2CCC3C(=CC=C(OC)C=3)C2)=C(N2CC3C(=CC=C(O)C=3)C2)C=1.Cl.ClCCN1CCCCCC1.[N:42]1([CH2:49][CH2:50][O:51][C:52]2[CH:53]=[C:54]3[C:58](=[CH:59][CH:60]=2)[CH2:57][N:56]([C:61]2[CH:66]=[C:65]([O:67]C)[CH:64]=[CH:63][C:62]=2[CH:69]2[CH2:78][CH2:77][C:76]4[C:71](=[CH:72][CH:73]=[C:74]([O:79]C)[CH:75]=4)[CH2:70]2)[CH2:55]3)[CH2:48][CH2:47][CH2:46][CH2:45][CH2:44][CH2:43]1>>[N:42]1([CH2:49][CH2:50][O:51][C:52]2[CH:53]=[C:54]3[C:58](=[CH:59][CH:60]=2)[CH2:57][N:56]([C:61]2[CH:66]=[C:65]([OH:67])[CH:64]=[CH:63][C:62]=2[CH:69]2[CH2:78][CH2:77][C:76]4[CH:75]=[C:74]([OH:79])[CH:73]=[CH:72][C:71]=4[CH2:70]2)[CH2:55]3)[CH2:48][CH2:47][CH2:46][CH2:45][CH2:44][CH2:43]1 |f:1.2|. Yield: 70.6%. Reported procedure: Synthesized from 2-[5-methoxy-2-(6-methoxy-1,2,3,4-tetrahydronaphthalen-2-yl)phenyl]-2,3-dihydro-1H-isoindol-5-ol and 1-(2-chloroethyl)azepane hydrochloride according to an analogous synthetic method to Preparation Example 40, 5-(2-azepan-1-ylethoxy)-2-[5-methoxy-2-(6-methoxy-1,2,3,4-tetrahydronaphthalen-2-yl)phenyl]-2,3-dihydro-1H-isoindole (223 mg) was used according to an analogous synthetic method to Example 111 to provide the title compound (149 mg). Starting materials: COC=1C=CC(=C(C1)N1CC2=CC=C(C=C2C1)O)C1CC2=CC=C(C=C2CC1)OC (2-[5-methoxy-2-(6-methoxy-1,2,3,4-tetrahydronaphthalen-2-yl)phenyl]-2,3-dihydro-1H-isoindol-5-ol), Cl.ClCCN1CCCCCC1 (1-(2-chloroethyl)azepane hydrochloride), N1(CCCCCC1)CCOC=1C=C2CN(CC2=CC1)C1=C(C=CC(=C1)OC)C1CC2=CC=C(C=C2CC1)OC (5-(2-azepan-1-ylethoxy)-2-[5-methoxy-2-(6-methoxy-1,2,3,4-tetrahydronaphthalen-2-yl)phenyl]-2,3-dihydro-1H-isoindole). Starting materials: C(C)(C)(C)N1N=C(C=C1CCC=O)CCC (3-(1-tert-butyl-3-propyl-1H-pyrazol-5-yl)propanal), [BH-](OC(=O)C)(OC(=O)C)OC(=O)C.[Na+] (NaBH(OAc)3), COC1=CC=C(C=C1)N1CCNCC1 (1-(4-methoxyphenyl)piperazine), CCN(C(C)C)C(C)C (DIPEA). The product is C(C)(C)(C)N1N=C(C=C1CCCN1CCN(CC1)C1=CC=C(C=C1)OC)CCC (1-(3-(1-tert-butyl-3-propyl-1H-pyrazol-5-yl)propyl)-4-(4-methoxyphenyl)piperazine). RXN SMILES: [C:1]([N:5]1[C:9]([CH2:10][CH2:11][CH:12]=O)=[CH:8][C:7]([CH2:14][CH2:15][CH3:16])=[N:6]1)([CH3:4])([CH3:3])[CH3:2].[CH3:17][O:18][C:19]1[CH:24]=[CH:23][C:22]([N:25]2[CH2:30][CH2:29][NH:28][CH2:27][CH2:26]2)=[CH:21][CH:20]=1.CCN(C(C)C)C(C)C.[BH-](OC(C)=O)(OC(C)=O)OC(C)=O.[Na+]>>[C:1]([N:5]1[C:9]([CH2:10][CH2:11][CH2:12][N:28]2[CH2:27][CH2:26][N:25]([C:22]3[CH:21]=[CH:20][C:19]([O:18][CH3:17])=[CH:24][CH:23]=3)[CH2:30][CH2:29]2)=[CH:8][C:7]([CH2:14][CH2:15][CH3:16])=[N:6]1)([CH3:4])([CH3:3])[CH3:2] |f:3.4|. Procedure details: 162 mg (83%) of target compound was obtained by using a method same as in Example 1 by using 3-(1-tert-butyl-3-propyl-1H-pyrazol-5-yl)propanal (100 mg, 0.450 mmol), 1-(4-methoxyphenyl)piperazine (87 mg, 0.450 mmol), DIPEA (0.118 mL, 0.675 mmol) and NaBH(OAc)3 (286 mg, 1.350 mmol). The reactants are CN1CCN(C)C1=O, Nc1ccccc1CN1CCOCC1, O=P(Cl)(Cl)Cl, c1ccccc1. Yields the product CN1CCN(C)C1=Nc1ccccc1CN1CCOCC1. RXN SMILES: [CH3:1][N:2]1[C:3](=[O:8])[N:4]([CH3:7])[CH2:5][CH2:6]1.[NH2:9][c:10]1[c:11]([CH2:12][N:13]2[CH2:14][CH2:15][O:16][CH2:17][CH2:18]2)[cH:19][cH:20][cH:21][cH:22]1.[P:23]([Cl:24])([Cl:25])([Cl:26])=[O:27].[cH:28]1[cH:29][cH:30][cH:31][cH:32][cH:33]1>>[CH3:1][N:2]1[C:3](=[N:9][c:10]2[c:11]([CH2:12][N:13]3[CH2:14][CH2:15][O:16][CH2:17][CH2:18]3)[cH:19][cH:20][cH:21][cH:22]2)[N:4]([CH3:7])[CH2:5][CH2:6]1. The reactants are ClC(CC(C)C)C1=C(OC(=C1)C1=CC=CC=C1)C (3-(1-chloro-3-methylbutyl)-2-methyl-5-phenylfuran), NC1=CC(=C(C(=O)OC)C=C1)C (methyl 4-amino-2-methylbenzoate), C([O-])([O-])=O.[Na+].[Na+] (sodium carbonate), [I-].[Na+] (sodium iodide). Run in CN(C(C)=O)C (N,N-dimethylacetamide), O (water). Reaction conditions: temperature 80 celsius, time 8 hour. Product: CC1=C(C(=O)O)C=CC(=C1)NC(CC(C)C)C1=C(OC(=C1)C1=CC=CC=C1)C (2-methyl-4-{[3-methyl-1-(2-methyl-5-phenylfuran-3-yl)butyl]amino}benzoic acid). Yield: 31.6%. RXN SMILES: Cl[CH:2]([C:7]1[CH:11]=[C:10]([C:12]2[CH:17]=[CH:16][CH:15]=[CH:14][CH:13]=2)[O:9][C:8]=1[CH3:18])[CH2:3][CH:4]([CH3:6])[CH3:5].[NH2:19][C:20]1[CH:29]=[CH:28][C:23]([C:24]([O:26]C)=[O:25])=[C:22]([CH3:30])[CH:21]=1.C(=O)([O-])[O-].[Na+].[Na+].[I-].[Na+]>CN(C)C(=O)C.O>[CH3:30][C:22]1[CH:21]=[C:20]([NH:19][CH:2]([C:7]2[CH:11]=[C:10]([C:12]3[CH:17]=[CH:16][CH:15]=[CH:14][CH:13]=3)[O:9][C:8]=2[CH3:18])[CH2:3][CH:4]([CH3:6])[CH3:5])[CH:29]=[CH:28][C:23]=1[C:24]([OH:26])=[O:25] |f:2.3.4,5.6|. Procedure: A mixture of 3-(1-chloro-3-methylbutyl)-2-methyl-5-phenylfuran (1.1 g), methyl 4-amino-2-methylbenzoate (1.1 g), sodium carbonate (0.6 g) and sodium iodide (2.4 g) in N,N-dimethylacetamide (20 mL) was stirred overnight at 80° C. The reaction mixture was poured into water, and the mixture was extracted with ethyl acetate. The organic layer was washed with saturated brine, and dried over magnesium sulfate. The solvent was evaporated under reduced pressure, and the residue was dissolved in methanol... Starting materials: C1CCOC1, CCOC(C)=O, C[Si](C)(C)[N-][Si](C)(C)C, [Cl-], CC(C)(C)c1nc2c(n1Cc1ccc(Cl)cc1)C(=O)CCCC2, [Li+], [NH4+]. Product: CCOC(=O)CC1(O)CCCCc2nc(C(C)(C)C)n(Cc3ccc(Cl)cc3)c21. RXN SMILES: [CH2:42]1[O:43][CH2:44][CH2:45][CH2:46]1.[CH3:1][CH2:2][O:3][C:4]([CH3:5])=[O:6].[CH3:8][Si:9]([N-:10][Si:11]([CH3:12])([CH3:13])[CH3:14])([CH3:15])[CH3:16].[Cl-:40].[Cl:17][c:18]1[cH:19][cH:20][c:21]([CH2:24][n:25]2[c:26]([C:36]([CH3:37])([CH3:38])[CH3:39])[n:27][c:28]3[c:29]2[C:30](=[O:35])[CH2:31][CH2:32][CH2:33][CH2:34]3)[cH:22][cH:23]1.[Li+:7].[NH4+:41]>>[CH3:1][CH2:2][O:3][C:4]([CH2:5][C:30]1([OH:35])[c:29]2[n:25]([CH2:24][c:21]3[cH:20][cH:19][c:18]([Cl:17])[cH:23][cH:22]3)[c:26]([C:36]([CH3:37])([CH3:38])[CH3:39])[n:27][c:28]2[CH2:34][CH2:33][CH2:32][CH2:31]1)=[O:6].